Dataset: the Open Reaction Database (ORD), a public repository of structured organic reaction records. Task: describe an organic reaction: reactants, conditions, products, and yield Isolated yield 77.2%. The product is NC=1C=C(C=CC1)NC(=O)NC1=CC=NC2=CC=CC=C12 (1-(3-Aminophenyl)-3-quinolin-4-ylurea). Solvent: C(C)O (ethanol). Reaction SMILES: [N+:1]([C:4]1[CH:5]=[C:6]([NH:10][C:11]([NH:13][C:14]2[C:23]3[C:18](=[CH:19][CH:20]=[CH:21][CH:22]=3)[N:17]=[CH:16][CH:15]=2)=[O:12])[CH:7]=[CH:8][CH:9]=1)([O-])=O>C(O)C.[Pd]>[NH2:1][C:4]1[CH:5]=[C:6]([NH:10][C:11]([NH:13][C:14]2[C:23]3[C:18](=[CH:19][CH:20]=[CH:21][CH:22]=3)[N:17]=[CH:16][CH:15]=2)=[O:12])[CH:7]=[CH:8][CH:9]=1. Procedure details: 1-(3-Nitrophenyl)-3-quinolin-4-ylurea (0.775 g) was suspended in ethanol (150 ml) containing 10% Pd/C (0.75 g paste) and shaken under a hydrogen atmosphere (50 psi) at room temperature. After 3 h the mixture was filtered (celite pad) and the residue washed with ethanol. The combined filtrate and washings were evaporated to dryness under reduced pressure and the residue triturated with diethyl ether/hexane to give the title compound (0.54 g). The reactants are [N+](=O)([O-])C=1C=C(C=CC1)NC(=O)NC1=CC=NC2=CC=CC=C12 (1-(3-Nitrophenyl)-3-quinolin-4-ylurea). Reagents/catalysts: [Pd] (Pd/C).